This data is from the Open Reaction Database (ORD), a public repository of structured organic reaction records. The task is: describe an organic reaction: reactants, conditions, products, and yield Starting materials: C(C)(C)(C)OC(=O)N1CC(C(CC1)C1=CC=CC=C1)C(=O)OC (N-Tertbutoxycarbonyl-4-phenyl-3-(carbomethoxy)-piperidine), [OH-].[Na+] (NaOH). Solvent: CCO (EtOH). The product is C(C)(C)(C)OC(=O)N1CC(C(CC1)C1=CC=CC=C1)C(=O)O (N-Tertbutoxycarbonyl-4-phenyl-3-(carboxy)-piperidine). Isolated yield 68.2%. As a reaction SMILES: [C:1]([O:5][C:6]([N:8]1[CH2:13][CH2:12][CH:11]([C:14]2[CH:19]=[CH:18][CH:17]=[CH:16][CH:15]=2)[CH:10]([C:20]([O:22]C)=[O:21])[CH2:9]1)=[O:7])([CH3:4])([CH3:3])[CH3:2].[OH-].[Na+]>CCO>[C:1]([O:5][C:6]([N:8]1[CH2:13][CH2:12][CH:11]([C:14]2[CH:19]=[CH:18][CH:17]=[CH:16][CH:15]=2)[CH:10]([C:20]([OH:22])=[O:21])[CH2:9]1)=[O:7])([CH3:4])([CH3:2])[CH3:3] |f:1.2|. Procedure: To a solution of 89 mg of methyl ester (from Example 104, Step B) in 1.5 mL EtOH was added 1.0 mL of 0.5N NaOH. After 36 h the reaction was concentrated under vacuum. The residue was dissolved in 25 mL H2O and washed with 25 mL Et2O. After separating layers, the aqueous phase was acidified to pH 2 using 0.5N KHSO4. The aqueous phase was extracted with 3×25 mL of CH2Cl2. The combined extracts were dried over Na2SO4 and concentrated under vacuum to give 58 mg of a white foam which was taken on wit... Reactants: C(C(C)(C)C)#N (Pivalonitrile), [Cl-] (chloride), [Na] (sodium). Run in CO (Methanol), CCCCCC (hexane), O1CCCC1 (tetrahydrofuran), CO (methanol), O1CCCC1 (tetrahydrofuran), ClC1=CC=CC=C1 (chlorobenzene), O (water). Reaction conditions: time 1 hour. Product: C(C)(C)(C)C(C(C)(C)C)=N (di-t-butylketone imine). As a reaction SMILES: [C:1](#[N:6])[C:2]([CH3:5])([CH3:4])[CH3:3].[Cl-].[Na]>CCCCCC.O1CCCC1.O.CO.ClC1C=CC=CC=1>[C:2]([C:1](=[NH:6])[C:2]([CH3:4])([CH3:3])[CH3:1])([CH3:5])([CH3:4])[CH3:3] |^1:7|. Procedure details: This was prepared by the method of J. Chem. Soc., Perkin I, 2087 (1976); ibid, 1797 (1974). Pivalonitrile (33.2 g.) and t-butyl, chloride (44.4 g.) were added under nitrogen to a well stirred suspension of sodium sand (18.4 g.) in a mixture of hexane (80 ml.), tetrahydrofuran (20 ml.) and methanol (1 ml.) over one hour at 15°-20° C. The mixture was stirred three hours, a solution of chlorobenzene (2 g.) in tetrahydrofuran (5 ml.) added dropwise over 10 minutes and stirring continued for one hour... Starting materials: N(N)C1=NC=CC(=C1)C1=CC=NC=C1 (2-hydrazino-4,4'-bipyridine), C(OCC)(OCC)OCC (triethyl orthoformate). Yields the product N1=CC=C(C=C1)C1=CC=2N(C=C1)C=NN2 (7-(4-Pyridinyl)-1,2,4-triazolo[4,3-a]pyridine). RXN SMILES: [NH:1]([C:3]1[CH:8]=[C:7]([C:9]2[CH:14]=[CH:13][N:12]=[CH:11][CH:10]=2)[CH:6]=[CH:5][N:4]=1)[NH2:2].[CH:15](OCC)(OCC)OCC>>[N:12]1[CH:13]=[CH:14][C:9]([C:7]2[CH:6]=[CH:5][N:4]3[CH:15]=[N:2][N:1]=[C:3]3[CH:8]=2)=[CH:10][CH:11]=1. Reported procedure: A 1.0 g portion of 2-hydrazino-4,4'-bipyridine and 50 ml of triethyl orthoformate was refluxed 18 hours, then chilled and the crystals collected. These crystals were dissolved in acetone-ethyl acetate, treated with activated carbon, filtered and the filtrate concentrated while hexane was added. Cooling gave the desired product as white crystals, mp 194°-196° C. The reactants are COC1=CC=C(N)C=C1 (4-methoxyaniline), C(C)(C)N(CC)C(C)C (diisopropylethylamine), BrCC(=O)Br (bromoacetyl bromide). Run in C(Cl)Cl (methylene chloride), O (water). Conditions: temperature -20 celsius, time 30 minute. Product: BrCC(=O)NC1=CC=C(C=C1)OC (Bromo-N-(4-methoxyphenyl)acetamide), solid. RXN SMILES: [CH3:1][O:2][C:3]1[CH:9]=[CH:8][C:6]([NH2:7])=[CH:5][CH:4]=1.C(N(C(C)C)CC)(C)C.[Br:19][CH2:20][C:21](Br)=[O:22]>C(Cl)Cl.O>[Br:19][CH2:20][C:21]([NH:7][C:6]1[CH:8]=[CH:9][C:3]([O:2][CH3:1])=[CH:4][CH:5]=1)=[O:22]. Procedure: The title compound was prepared via a modification of the literature procedure (Vloon, W. J.; Kruk, C.; Pandit, U. K.; Hofs, H. P.; McVie, J. G. J. Med Chem. 1987, 30, 20-4.). To a solution of 4-methoxyaniline (4.93 g, 40.0 mmol) in methylene chloride (200 mL) was added diisopropylethylamine (7.66 mL, 44.0 mmol). The resulting mixture was cooled to -20° C., and bromoacetyl bromide (3.82 mL, 44.0 mmol) was added slowly. The reaction mixture was warmed to room temperature over 20 minutes and stirr... The reactants are C(C1=CC=CC=C1)OC1=CC(N(C=C1)C1=CC=C(C=C1)O)=O (4-benzyloxy-1-(4-hydroxyphenyl)-1H-pyridin-2-one), C(C)O (ethanol). The product is OCC=1C=CC(=NC1)C (5-hydroxymethyl-2-methylpyridine). As a reaction SMILES: C(OC1C=C[N:12]([C:15]2[CH:20]=CC(O)=[CH:17][CH:16]=2)[C:11](=O)C=1)C1C=CC=CC=1.[CH2:23]([OH:25])[CH3:24]>>[OH:25][CH2:23][C:24]1[CH:17]=[CH:16][C:15]([CH3:20])=[N:12][CH:11]=1. Reported procedure: Step (5) of Example 1 was repeated except that 4-benzyloxy-1-(4-hydroxyphenyl)-1H-pyridin-2-one and 2-dimethylamino)ethanol were replaced with the compound as obtained in above Step (1) and 5-hydroxymethyl-2-methylpyridine, to provide the title compound.